From a dataset of the Open Reaction Database (ORD), a public repository of structured organic reaction records. describe an organic reaction: reactants, conditions, products, and yield The reactants are CC=1C=C(C=C(C1)C)C1=NNC(=N1)C(F)(F)F (3-(3,5-Dimethylphenyl)-5-trifluoromethyl-1H-1,2,4-triazole), [H-].[Na+] (sodium hydride), C[Si](CCOCCl)(C)C (2-(trimethylsilyl)ethoxymethyl chloride). Solvent: CN(C=O)C (N,N-dimethylformamide). Conditions: time 30 minute. Product: CC=1C=C(C=C(C1)C)C1=NN=C(N1COCC[Si](C)(C)C)C(F)(F)F (3-(3,5-Dimethylphenyl)-5-trifluoromethyl-4-(2-(trimethylsilyl)ethoxymethyl)-1,2,4-triazole). As a reaction SMILES: [CH3:1][C:2]1[CH:3]=[C:4]([C:9]2[N:13]=[C:12]([C:14]([F:17])([F:16])[F:15])[NH:11][N:10]=2)[CH:5]=[C:6]([CH3:8])[CH:7]=1.[H-].[Na+].[CH3:20][Si:21]([CH3:28])([CH3:27])[CH2:22][CH2:23][O:24][CH2:25]Cl>CN(C)C=O>[CH3:1][C:2]1[CH:3]=[C:4]([C:9]2[N:13]([CH2:25][O:24][CH2:23][CH2:22][Si:21]([CH3:28])([CH3:27])[CH3:20])[C:12]([C:14]([F:16])([F:17])[F:15])=[N:11][N:10]=2)[CH:5]=[C:6]([CH3:8])[CH:7]=1 |f:1.2|. Reported procedure: A stirred solution of the product from step (ix) (17.46 g) in dry N,N-dimethylformamide (300 ml) was treated with 60% dispersion of sodium hydride (3.22 g) in portions at room temperature under nitrogen. After the initial effervescence had subsided the resultant orange oil was stirred for a further 30 min before being treated with 2-(trimethylsilyl)ethoxymethyl chloride (14.3 ml) dropwise giving a pale yellow suspension which was further stirred for 30 min. The mixture was carefully poured onto ... Starting materials: [BH4-].[Na+] (sodium borohydride), CC1=C2C(CCSC2=C(C=C1C(=O)OCC)Cl)=O (5-methyl-6-ethoxycarbonyl-8-chlorothiochroman-4-one), O (water). Solvent: C(C)O (ethanol). Conditions: time 1 hour. Yields the product OC1CCSC2=C(C=C(C(=C12)C)C(=O)OCC)Cl (4-hydroxy-5-methyl-6-ethoxycarbonyl-8-chlorothiochroman). Isolated yield 106.8%. As a reaction SMILES: [CH3:1][C:2]1[C:11]([C:12]([O:14][CH2:15][CH3:16])=[O:13])=[CH:10][C:9]([Cl:17])=[C:8]2[C:3]=1[C:4](=[O:18])[CH2:5][CH2:6][S:7]2.[BH4-].[Na+].O>C(O)C>[OH:18][CH:4]1[C:3]2[C:8](=[C:9]([Cl:17])[CH:10]=[C:11]([C:12]([O:14][CH2:15][CH3:16])=[O:13])[C:2]=2[CH3:1])[S:7][CH2:6][CH2:5]1 |f:1.2|. Procedure: 13.0 Grams (45.7 mmol) of 5-methyl-6-ethoxycarbonyl-8-chlorothiochroman-4-one was dissolved in 50 ml of ethanol, and 1.73 g (45.7 mmol, 1 eq.) of sodium borohydride was added with an ice bath cooling. The reaction mixture was stirred for 1 hour. After the completion of the reaction, 20 ml of water was added, and the solvent was distilled off. Then, the reaction mixture was extracted with ethyl acetate twice. An organic layer was washed with a saturated sodium chloride aqueous solution and dried ... Reactants: C(C)C=1C=NC(=NC1)N1CCC(CC1)[C@@H]1[C@@H](C1)C=O ((1R,2R)-2-[1-(5-ethylpyrimidin-2-yl)piperidin-4-yl]cyclopropanecarbaldehyde), [Br-].C1(=CC=CC=C1)C(C1=CC=CC=C1)(C1=CC=CC=C1)[PH3+] (triphenylmethyl phosphonium bromide), [Li]CCCC (n-BuLi), solution. Solvent: C1CCOC1 (THF), C1CCOC1 (THF), hexanes. Run at temperature -78 celsius. Product: C(C)C=1C=NC(=NC1)N1CCC(CC1)[C@@H]1[C@@H](C1)C=C (5-ethyl-2-{4-[(1R,2S)-2-vinylcyclopropyl]piperidin-1-yl}pyrimidine). Reaction SMILES: [Br-].C1([C:8]([PH3+])([C:15]2[CH:20]=[CH:19]C=[CH:17][CH:16]=2)[C:9]2[CH:14]=[CH:13][CH:12]=CC=2)C=CC=CC=1.[Li]CCCC.[CH2:27]([C:29]1[CH:30]=[N:31][C:32]([N:35]2CCC([C@H]3C[C@H]3C=O)CC2)=[N:33][CH:34]=1)[CH3:28]>C1COCC1>[CH2:27]([C:29]1[CH:30]=[N:31][C:32]([N:35]2[CH2:17][CH2:16][CH:15]([C@H:8]3[CH2:9][C@H:14]3[CH:13]=[CH2:12])[CH2:20][CH2:19]2)=[N:33][CH:34]=1)[CH3:28] |f:0.1|. Procedure details: To a cold (−78° C.), stirred suspension of triphenylmethyl phosphonium bromide (10.5 g, 29.4 mmol) in THF (80 mL) was added n-BuLi (11.4 mL of a 2.5M solution in hexanes, 28.4 mmol) dropwise. Upon stirring the resulting orange suspension for 45 min at −78° C., a solution of the product of step B (3.8 g, 14.7 mmol) in THF (25 mL) was added dropwise. The cold bath was removed and the mixture was stirred at RT for 2 h before being quenched with a saturated aqueous solution of NH4Cl. The organic lay... Procedure details: In a manner analogous to that described in Example 12, 5.2 g of 5-butyryl-6-methoxy-1-methyl-benzimidazole-2-methanol are oxidised with 4.5 g of potassium permanganate to give 5-butyryl-6-methoxy-1-methyl-benzimidazole-2-carboxylic acid with a melting point above 85° (decomposition) Starting materials: C(CCC)(=O)C1=CC2=C(N(C(=N2)CO)C)C=C1OC (5-butyryl-6-methoxy-1-methyl-benzimidazole-2-methanol), [Mn](=O)(=O)(=O)[O-].[K+] (potassium permanganate). Yields the product C(CCC)(=O)C1=CC2=C(N(C(=N2)C(=O)O)C)C=C1OC (5-butyryl-6-methoxy-1-methyl-benzimidazole-2-carboxylic acid). RXN SMILES: [C:1]([C:6]1[C:17]([O:18][CH3:19])=[CH:16][C:9]2[N:10]([CH3:15])[C:11]([CH2:13][OH:14])=[N:12][C:8]=2[CH:7]=1)(=[O:5])[CH2:2][CH2:3][CH3:4].[Mn]([O-])(=O)(=O)=[O:21].[K+]>>[C:1]([C:6]1[C:17]([O:18][CH3:19])=[CH:16][C:9]2[N:10]([CH3:15])[C:11]([C:13]([OH:21])=[O:14])=[N:12][C:8]=2[CH:7]=1)(=[O:5])[CH2:2][CH2:3][CH3:4] |f:1.2|. Product: CN(C(=O)[C@H]1N(C[C@H](C1)O)C(=O)OC(C)(C)C)C (tert-butyl(2S,4S)-2-[(dimethylamino)carbonyl]-4-hydroxypyrrolidine-1-carboxylate). The solvent is C(Cl)(Cl)Cl (chloroform), O1CCCC1 (tetrahydrofuran), C(C)(=O)OCC.CCCCCC (ethyl acetate n-hexane). Conditions: time 30 minute. Starting materials: CNC (dimethylamine), C([O-])([O-])=O.[K+].[K+] (potassium carbonate), Cl.C(C)N=C=NCCCN(C)C (1-ethyl-3-(3-dimethylaminopropyl)carbodiimide hydrochloride), C(C)(C)(C)OC(=O)N1[C@H](C(=O)O)C[C@@H](C1)O ((4S)-1-(tert-butoxycarbonyl)-4-hydroxy-L-proline), O.ON1N=NC2=C1C=CC=C2 (1-hydroxybenzotriazole monohydrate). Reported procedure: 9.95 g of 1-ethyl-3-(3-dimethylaminopropyl)carbodiimide hydrochloride was added under ice cooling to a 100 mL tetrahydrofuran solution of 10.0 g of (4S)-1-(tert-butoxycarbonyl)-4-hydroxy-L-proline and 8.77 g of 1-hydroxybenzotriazole monohydrate, and the reaction mixture was stirred for 30 minutes at the same temperature. 15.6 g of a 50% dimethylamine aqueous solution was than added to the reaction solution, after which the reaction mixture was stirred for 1 hour at room temperature. 100 mL of c... RXN SMILES: Cl.[CH2:2]([N:4]=[C:5]=NCCCN(C)C)C.[C:13]([O:17][C:18]([N:20]1[CH2:27][C@@H:26]([OH:28])[CH2:25][C@H:21]1[C:22](O)=[O:23])=[O:19])([CH3:16])([CH3:15])[CH3:14].O.ON1C2C=CC=CC=2N=N1.CNC.C(=O)([O-])[O-].[K+].[K+]>C(OCC)(=O)C.CCCCCC.C(Cl)(Cl)Cl.O1CCCC1>[CH3:2][N:4]([CH3:5])[C:22]([C@@H:21]1[CH2:25][C@H:26]([OH:28])[CH2:27][N:20]1[C:18]([O:17][C:13]([CH3:16])([CH3:15])[CH3:14])=[O:19])=[O:23] |f:0.1,3.4,6.7.8,9.10|. Isolated yield 77.5%. The reactants are ClC1=C(C=CC(=C1)Cl)C1N=C(NC(=C1C(=O)OCC)C)C=1SC=C(N1)C(F)(F)F (Ethyl 4-(2,4-dichlorophenyl)-6-methyl-2-(4-(trifluoromethyl)thiazol-2-yl)-1,4-dihydropyrimidine-5-carboxylate), C1CC(=O)N(C1=O)Br (NBS). Product: BrCC1=C(C(N=C(N1)C=1SC=C(N1)C(F)(F)F)C1=C(C=C(C=C1)Cl)Cl)C(=O)OCC (Ethyl 6-(bromomethyl)-4-(2,4-dichlorophenyl)-2-(4-(trifluoromethyl)thiazol-2-yl)-1,4-dihydropyrimidine-5-carboxylate). Isolated yield 70.5%. As a reaction SMILES: [Cl:1][C:2]1[CH:7]=[C:6]([Cl:8])[CH:5]=[CH:4][C:3]=1[CH:9]1[C:14]([C:15]([O:17][CH2:18][CH3:19])=[O:16])=[C:13]([CH3:20])[NH:12][C:11]([C:21]2[S:22][CH:23]=[C:24]([C:26]([F:29])([F:28])[F:27])[N:25]=2)=[N:10]1.C1C(=O)N([Br:37])C(=O)C1>>[Br:37][CH2:20][C:13]1[NH:12][C:11]([C:21]2[S:22][CH:23]=[C:24]([C:26]([F:29])([F:28])[F:27])[N:25]=2)=[N:10][CH:9]([C:3]2[CH:4]=[CH:5][C:6]([Cl:8])=[CH:7][C:2]=2[Cl:1])[C:14]=1[C:15]([O:17][CH2:18][CH3:19])=[O:16]. Procedure details: Ethyl 4-(2,4-dichlorophenyl)-6-methyl-2-(4-(trifluoromethyl)thiazol-2-yl)-1,4-dihydropyrimidine-5-carboxylate (0.44 g, 0.94 mmol) was reacted with NBS (0.21 g, 0.94 mmol) according to the procedure as described in Example 1, Step B to give the title compound as a yellow solid (0.36 g, 70%). The compound was characterized by the following spectroscopic data: Reactants: N#Cc1cc(Br)cc(N2CCC(C(=O)O)CC2)c1, Cc1ccccc1, CO. The product is COC(=O)C1CCN(c2cc(Br)cc(C#N)c2)CC1. As a reaction SMILES: [Br:1][c:2]1[cH:3][c:4]([N:10]2[CH2:11][CH2:12][CH:13]([C:16](=[O:17])[OH:18])[CH2:14][CH2:15]2)[cH:5][c:6]([C:8]#[N:9])[cH:7]1.[CH3:19][c:20]1[cH:21][cH:22][cH:23][cH:24][cH:25]1.[CH3:26][OH:27]>>[Br:1][c:2]1[cH:3][c:4]([N:10]2[CH2:11][CH2:12][CH:13]([C:16](=[O:17])[O:18][CH3:19])[CH2:14][CH2:15]2)[cH:5][c:6]([C:8]#[N:9])[cH:7]1.